Dataset: the Open Reaction Database (ORD), a public repository of structured organic reaction records. Task: describe an organic reaction: reactants, conditions, products, and yield The reactants are C(C1=CC=CC=C1)C=1N=NC(=CC1)C1=CC(=C(C=C1)OC)F (3-Benzyl-6-(3-fluoro-4-methoxy-phenyl)-pyridazine). The solvent is B(Br)(Br)Br.C(Cl)Cl (BBr3 CH2Cl2). Product: C(C1=CC=CC=C1)C1=CC=C(N=N1)C1=CC(=C(C=C1)O)F (4-(6-Benzyl-pyridazin-3-yl)-2-fluoro-phenol). RXN SMILES: [CH2:1]([C:8]1[N:9]=[N:10][C:11]([C:14]2[CH:19]=[CH:18][C:17]([O:20]C)=[C:16]([F:22])[CH:15]=2)=[CH:12][CH:13]=1)[C:2]1[CH:7]=[CH:6][CH:5]=[CH:4][CH:3]=1>B(Br)(Br)Br.C(Cl)Cl>[CH2:1]([C:8]1[N:9]=[N:10][C:11]([C:14]2[CH:19]=[CH:18][C:17]([OH:20])=[C:16]([F:22])[CH:15]=2)=[CH:12][CH:13]=1)[C:2]1[CH:3]=[CH:4][CH:5]=[CH:6][CH:7]=1 |f:1.2|. Procedure: A solution of 3-benzyl-6-(3-fluoro-4-methoxy-phenyl)-pyridazine (Step 2, 1.5 g, 5.1 mmol) in 25 mL of 1 M BBr3/CH2Cl2 was stirred at RT for 16 h. The solution was then concentrated in vacuo and the residue was re-dissolved in 100 mL of EtOAc. The organic phase was washed with 40 mL of water followed by 40 mL of brine, dried over Na2SO4 and concentrated in vacuo to give the title compound. The solid has poor solubility in EtOAc and CH2Cl2 and was washed with 50% EtOAc/hexane and then used in the ... Starting materials: [OH-].[Na+] (sodium hydroxide), FC(S(=O)(=O)O)(F)F (trifluoromethanesulfonic acid), Cl (hydrochloric acid), ClC1=C(C=C(O)C=C1)O (4-chlororesorcinol), ClCCC(=O)O (3-chloropropanoic acid). Solvent: ice water, ice water. Conditions: temperature 50 celsius, time 2 hour. Product: ClC=1C=C2C(CCOC2=CC1O)=O (6-chloro-7-hydroxychroman-4-one). Isolated yield 208.7%. Reaction SMILES: FC(F)(F)S(O)(=O)=O.[Cl:9][C:10]1[CH:16]=[CH:15][C:13]([OH:14])=[CH:12][C:11]=1[OH:17].Cl[CH2:19][CH2:20][C:21](O)=[O:22].[OH-].[Na+].Cl>>[Cl:9][C:10]1[CH:16]=[C:15]2[C:13](=[CH:12][C:11]=1[OH:17])[O:14][CH2:19][CH2:20][C:21]2=[O:22] |f:3.4|. Reported procedure: A 50-liter reactor was charged with trifluoromethanesulfonic acid (8 kg) and the reactor cooled in an ice bath. To the reactor was added 4-chlororesorcinol (1.6 kg, 11.1 mol), in portions, at a rate such that the internal temperature did not exceed 10° C. To the reactor was then added 3-chloropropanoic acid (1.26 kg, 11.6 mol), and the resulting mixture was warmed to ambient temperature, then heated at 45-55° C. for 6 hours. The reaction mixture was then slowly added to ice-water (20 L). The res... Reactants: CCOc1cc(C(=CC#N)c2ccccc2)ccc1OC, CCO, CCOC(C)=O, [H][H]. The product is CCOc1cc(C(CC#N)c2ccccc2)ccc1OC. As a reaction SMILES: [CH2:1]([CH3:2])[O:3][c:4]1[cH:5][c:6]([C:12](=[CH:13][C:14]#[N:15])[c:16]2[cH:17][cH:18][cH:19][cH:20][cH:21]2)[cH:7][cH:8][c:9]1[O:10][CH3:11].[CH3:24][CH2:25][OH:26].[CH3:27][CH2:28][O:29][C:30](=[O:31])[CH3:32].[H:22][H:23]>>[CH2:1]([CH3:2])[O:3][c:4]1[cH:5][c:6]([CH:12]([CH2:13][C:14]#[N:15])[c:16]2[cH:17][cH:18][cH:19][cH:20][cH:21]2)[cH:7][cH:8][c:9]1[O:10][CH3:11]. As a reaction SMILES: [CH3:1][O:2][C:3](=[O:20])[CH2:4][CH2:5][CH:6]([N+:17]([O-])=O)[CH2:7][C:8]1[C:16]2[C:11](=[N:12][CH:13]=[CH:14][CH:15]=2)[NH:10][CH:9]=1.C([O-])(=O)C.[NH4+]>CC(OCC1C2C(=CC=CC=2)C(COC(C)=O)=C2C=1C=CC=C2)=O.[Ni]>[CH3:1][O:2][C:3](=[O:20])[CH2:4][CH2:5][CH:6]([NH2:17])[CH2:7][C:8]1[C:16]2[C:11](=[N:12][CH:13]=[CH:14][CH:15]=2)[NH:10][CH:9]=1 |f:1.2|. Isolated yield 57.8%. Conditions: time 12 hour. Product: COC(CCC(CC1=CNC2=NC=CC=C21)N)=O (4-Amino-5-(1H-pyrrolo[2,3-b]pyridin-3-yl)-pentanoic acid methyl ester). The solvent is CC(=O)OCC1=C2C=CC=CC2=C(C3=CC=CC=C31)COC(=O)C (acetic). Reported procedure: To a solution of 165 mg (0.595 mM) of 4-Nitro-5-(1H-pyrrolo[2,3-b]pyridin-3-yl)-pentanoic acid methyl ester in 15 mL of acetic add was added 450 mg (0.595 mM) of ammonium acetate and approximately 100 mg of Raney nickel. The mixture was hydrogenated at 50 psi for 12 hours. The mixture was filtered and the solvent evaporated. The residue was treated with an equal volume of ethyl acetate and saturated sodium bicarbonate. The ethyl acetate layer was dried and evaporated to yield 85 mg of product wh... The reactants are COC(CCC(CC1=CNC2=NC=CC=C21)[N+](=O)[O-])=O (4-Nitro-5-(1H-pyrrolo[2,3-b]pyridin-3-yl)-pentanoic acid methyl ester), C(C)(=O)[O-].[NH4+] (ammonium acetate). The reagents and catalysts are [Ni] (Raney nickel). Reactants: CS(=O)(=O)C1=CC=C(CN)C=C1 (4-methanesulfonylbenzylamine), O1CC1CC (1,2-epoxybutane). The solvent is CC(C)O (2-propanol). Product: CS(=O)(=O)C1=CC=C(CNCC(CC)O)C=C1 (1-(4-methanesulfonylbenzylamino)butan-2-ol). Yield: 43.3%. Reaction SMILES: [CH3:1][S:2]([C:5]1[CH:12]=[CH:11][C:8]([CH2:9][NH2:10])=[CH:7][CH:6]=1)(=[O:4])=[O:3].[O:13]1[CH:15]([CH2:16][CH3:17])[CH2:14]1>CC(O)C>[CH3:1][S:2]([C:5]1[CH:12]=[CH:11][C:8]([CH2:9][NH:10][CH2:14][CH:15]([OH:13])[CH2:16][CH3:17])=[CH:7][CH:6]=1)(=[O:3])=[O:4]. Reported procedure: A solution (6 ml) of 4-methanesulfonylbenzylamine (3.0 g) and 1,2-epoxybutane (1.1 g) in 2-propanol was heated under reflux for 12 hrs. The reaction mixture was concentrated under reduced pressure, and the obtained residue was purified by silica gel column chromatography (ethyl acetate-ethyl acetate:methanol=10:1) to give the title compound (1.7 g). Reactants: C=CC1CN2CCC1CC2Cc1ccnc2ccccc12, C1CN2CCC1CC2, C=CC1CN2CCC1CC2C(O)c1ccnc2ccc(OC)cc12, [H][H], NC(N)=O. The product is C=CC1CN2CCC1CC2Cc1ccnc2ccccc12, [N-]=C=O. Reaction SMILES: [CH2:1]=[CH:2][CH:3]1[CH2:4][N:5]2[CH2:6][CH2:7][CH:8]1[CH2:9][CH:10]2[CH2:11][c:12]1[cH:13][cH:14][n:15][c:16]2[cH:17][cH:18][cH:19][cH:20][c:21]12.[CH2:24]1[CH:25]2[CH2:26][CH2:27][N:28]([CH2:29][CH2:30]2)[CH2:31]1.[CH:36]1([CH:37]([c:38]2[c:39]3[c:40]([cH:41][cH:42][c:43]([O:45][CH3:46])[cH:44]3)[n:47][cH:48][cH:49]2)[OH:50])[N:51]2[CH2:52][CH:53]([CH:54]=[CH2:55])[CH:56]([CH2:57][CH2:58]2)[CH2:59]1.[H:22][H:23].[NH2:32][C:33]([NH2:34])=[O:35]>>[CH2:1]=[CH:2][CH:3]1[CH2:4][N:5]2[CH2:6][CH2:7][CH:8]1[CH2:9][CH:10]2[CH2:11][c:12]1[cH:13][cH:14][n:15][c:16]2[cH:17][cH:18][cH:19][cH:20][c:21]12.[N-:32]=[C:33]=[O:35]. Starting materials: C(C)(C)(C)OC(N(C)[C@@H](C(=O)N1[C@@H](C(NCC1)=O)CC1=CC=CC=C1)CC1=CC2=CC=CC=C2C=C1)=O (N-((1R)-2-((2R)-2-Benzyl-3-oxopiperazin-1-yl)-1-((2-naphthyl)methyl)- 2-oxoethyl)-N-methylcarbamic acid tert-butyl ester), O (Water), C(O)([O-])=O.[Na+] (sodium hydrogencarbonate), FC(C(=O)O)(F)F (trifluoroacetic acid). The solvent is C(Cl)Cl (methylene chloride). The product is C(C1=CC=CC=C1)[C@@H]1C(NCCN1C([C@@H](CC1=CC2=CC=CC=C2C=C1)NC)=O)=O ((3R)-3-benzyl-4-((2R)-2-methylamino-3-(2-naphthyl)propionyl)piperazin-2-one). Isolated yield 93.1%. As a reaction SMILES: C(O[C:6](=O)[N:7]([C@H:9]([CH2:26][C:27]1[CH:36]=[CH:35][C:34]2[C:29](=[CH:30][CH:31]=[CH:32][CH:33]=2)[CH:28]=1)[C:10]([N:12]1[CH2:17][CH2:16][NH:15][C:14](=[O:18])[C@H:13]1[CH2:19][C:20]1[CH:25]=[CH:24][CH:23]=[CH:22][CH:21]=1)=[O:11])C)(C)(C)C.FC(F)(F)C(O)=O.O.C(=O)([O-])O.[Na+]>C(Cl)Cl>[CH2:19]([C@H:13]1[N:12]([C:10](=[O:11])[C@H:9]([NH:7][CH3:6])[CH2:26][C:27]2[CH:36]=[CH:35][C:34]3[C:29](=[CH:30][CH:31]=[CH:32][CH:33]=3)[CH:28]=2)[CH2:17][CH2:16][NH:15][C:14]1=[O:18])[C:20]1[CH:25]=[CH:24][CH:23]=[CH:22][CH:21]=1 |f:3.4|. Procedure: N-((1R)-2-((2R)-2-Benzyl-3-oxopiperazin-1-yl)-1-((2-naphthyl)methyl)- 2-oxoethyl)-N-methylcarbamic acid tert-butyl ester (0.405 g; 0.808 mmol) was dissolved in methylene chloride (5 ml) and trifluoroacetic acid (5 ml) and stirred 10 min at room temperature. Water (10 ml) and sodium hydrogencarbonate were added to pH 8. The reaction mixture was extracted with methylene chloride (2×30 ml), dried over magnesium sulfate and evaporated in vacuo to afford 0.302 g of (3R)-3-benzyl-4-((2R)-2-methylamino... As a reaction SMILES: [CH2:47]1[O:48][CH2:49][CH2:50][CH2:51]1.[CH:1]([NH:2][CH:3]([CH3:4])[CH3:5])([CH3:6])[CH3:7].[Cl:52][CH2:53][Cl:54].[F:25][CH:26]([O:27][c:28]1[cH:29][cH:30][c:31]([C:34]#[C:35][c:36]2[cH:37][c:38]([CH2:42][CH2:43][CH:44]=[O:45])[cH:39][cH:40][cH:41]2)[cH:32][cH:33]1)[F:46].[F:8][CH:9]([F:10])[P:11](=[O:12])([c:13]1[cH:14][cH:15][cH:16][cH:17][cH:18]1)[c:19]1[cH:20][cH:21][cH:22][cH:23][cH:24]1>>[F:8][C:9]([F:10])=[CH:44][CH2:43][CH2:42][c:38]1[cH:37][c:36]([C:35]#[C:34][c:31]2[cH:30][cH:29][c:28]([O:27][CH:26]([F:25])[F:46])[cH:33][cH:32]2)[cH:41][cH:40][cH:39]1. Reactants: C1CCOC1, CC(C)NC(C)C, ClCCl, O=CCCc1cccc(C#Cc2ccc(OC(F)F)cc2)c1, O=P(c1ccccc1)(c1ccccc1)C(F)F. Product: FC(F)=CCCc1cccc(C#Cc2ccc(OC(F)F)cc2)c1. Starting materials: CC(C)Br, O=C([O-])[O-], CC(C)=O, [K+], [K+], O=[N+]([O-])c1ccccc1S. Yields the product CC(C)Sc1ccccc1[N+](=O)[O-]. Reaction SMILES: [Br:11][CH:12]([CH3:13])[CH3:14].[C:15](=[O:16])([O-:17])[O-:18].[CH3:21][C:22](=[O:23])[CH3:24].[K+:19].[K+:20].[N+:1](=[O:2])([O-:3])[c:4]1[c:5]([SH:10])[cH:6][cH:7][cH:8][cH:9]1>>[N+:1](=[O:2])([O-:3])[c:4]1[c:5]([S:10][CH:12]([CH3:13])[CH3:14])[cH:6][cH:7][cH:8][cH:9]1. Reactants: [H-].[Na+] (sodium hydride), C1(CC1)N1C=C(C(C2=CC(=C(C(=C12)F)F)F)=O)C(=O)OCC (ethyl 1-cyclopropyl-6,7,8-trifluoro-1,4-dihydro-4-oxoquinoline-3-carboxylate), C(C)(C)(C)OC(=O)N1CC(CC1)O (1-t-butoxycarbonyl-3-hydroxypyrrolidine), C1CCC2=NCCCN2CC1 (DBU), resultant mixture. The solvent is CN(C)C=O (DMF). Yields the product C(C)(C)(C)OC(=O)N1CC(CC1)OC1=C(C=C2C(C(=CN(C2=C1F)C1CC1)C(=O)OCC)=O)F (ethyl 7-(1-t-butoxycarbonyl-3-pyrrolidinyloxy)-1-cyclopropyl-6,8-difluoro-1,4-dihydro-4-oxoquinoline-3-carboxylate). The yield is 58.6%. RXN SMILES: [CH:1]1([N:4]2[C:13]3[C:8](=[CH:9][C:10]([F:16])=[C:11](F)[C:12]=3[F:14])[C:7](=[O:17])[C:6]([C:18]([O:20][CH2:21][CH3:22])=[O:19])=[CH:5]2)[CH2:3][CH2:2]1.[C:23]([O:27][C:28]([N:30]1[CH2:34][CH2:33][CH:32]([OH:35])[CH2:31]1)=[O:29])([CH3:26])([CH3:25])[CH3:24].C1CCN2C(=NCCC2)CC1.[H-].[Na+]>CN(C=O)C>[C:23]([O:27][C:28]([N:30]1[CH2:34][CH2:33][CH:32]([O:35][C:11]2[C:12]([F:14])=[C:13]3[C:8]([C:7](=[O:17])[C:6]([C:18]([O:20][CH2:21][CH3:22])=[O:19])=[CH:5][N:4]3[CH:1]3[CH2:2][CH2:3]3)=[CH:9][C:10]=2[F:16])[CH2:31]1)=[O:29])([CH3:26])([CH3:24])[CH3:25] |f:3.4|. Reported procedure: To a mixture of 233 mg of ethyl 1-cyclopropyl-6,7,8-trifluoro-1,4-dihydro-4-oxoquinoline-3-carboxylate, 168 mg of 1-t-butoxycarbonyl-3-hydroxypyrrolidine, 170 mg of DBU and 5 xl of DMF was added 36 mg of 55% sodium hydride while the former was stirred at room temperature. After the resultant mixture was stirred for 1 hour at room temperature, the reaction mixture was concentrated to dryness under reduced pressure. After chloroform and 10% citric acid were added to the residue and the resultant m...